From a dataset of the Open Reaction Database (ORD), a public repository of structured organic reaction records. describe an organic reaction: reactants, conditions, products, and yield Starting materials: CCC(C)=O, CN(C)C1(c2ccccc2)CCC(CC(=O)Nc2ccccc2)CC1, C[Si](C)(C)Cl, O. The product is CN(C)C1(c2ccccc2)CCC(CC(=O)Nc2ccccc2)CC1, Cl. As a reaction SMILES: [CH3:32][C:33]([CH2:34][CH3:35])=[O:36].[CH3:7][N:8]([C:9]1([c:25]2[cH:26][cH:27][cH:28][cH:29][cH:30]2)[CH2:10][CH2:11][CH:12]([CH2:15][C:16](=[O:17])[NH:18][c:19]2[cH:20][cH:21][cH:22][cH:23][cH:24]2)[CH2:13][CH2:14]1)[CH3:31].[Cl:1][Si:2]([CH3:3])([CH3:4])[CH3:5].[OH2:6]>>[CH3:7][N:8]([C:9]1([c:25]2[cH:26][cH:27][cH:28][cH:29][cH:30]2)[CH2:10][CH2:11][CH:12]([CH2:15][C:16](=[O:17])[NH:18][c:19]2[cH:20][cH:21][cH:22][cH:23][cH:24]2)[CH2:13][CH2:14]1)[CH3:31].[ClH:1].